Dataset: the Open Reaction Database (ORD), a public repository of structured organic reaction records. Task: describe an organic reaction: reactants, conditions, products, and yield Reactants: NC1=C2C(=NC=N1)N(N=C2)C2CN(CCC2)C(=O)OC(C)(C)C (tert-butyl 3-(4-amino-1H-pyrazolo[3,4-d]pyrimidin-1-yl)piperidine-1-carboxylate), C(=O)(C(F)(F)F)O (TFA). Run in C(Cl)Cl (CH2Cl2). Run at time 1 hour. The product is N1CC(CCC1)N1N=CC=2C1=NC=NC2N (1-(piperidin-3-yl)-1H-pyrazolo[3,4-d]pyrimidin-4-amine). The yield is 129.1%. RXN SMILES: [NH2:1][C:2]1[N:7]=[CH:6][N:5]=[C:4]2[N:8]([CH:11]3[CH2:16][CH2:15][CH2:14][N:13](C(OC(C)(C)C)=O)[CH2:12]3)[N:9]=[CH:10][C:3]=12.C(O)(C(F)(F)F)=O>C(Cl)Cl>[NH:13]1[CH2:14][CH2:15][CH2:16][CH:11]([N:8]2[C:4]3=[N:5][CH:6]=[N:7][C:2]([NH2:1])=[C:3]3[CH:10]=[N:9]2)[CH2:12]1. Procedure details: To the solution of tert-butyl 3-(4-amino-1H-pyrazolo[3,4-d]pyrimidin-1-yl)piperidine-1-carboxylate (700 mg, 2.2 mmol) in CH2Cl2 (10 mL) was added TFA (2 mL). The resulting mixture was stirred at rt for 1 h, and concentrated in vacuo to afford the title compound (620 mg, 100%) which was used without further purification. ESI-MS (M+H′): 219.0. Reactants: O=C1CCC(=O)N1Br, ClC(Cl)(Cl)Cl, COC(=O)c1ccc2cc(C(=O)c3cn(C(c4ccccc4)(c4ccccc4)c4ccccc4)cn3)ccc2c1C, CC(C)(C#N)N=NC(C)(C)C#N. Product: COC(=O)c1ccc2cc(C(=O)c3cn(C(c4ccccc4)(c4ccccc4)c4ccccc4)cn3)ccc2c1CBr. Reaction SMILES: [Br:42][N:43]1[C:44](=[O:45])[CH2:46][CH2:47][C:48]1=[O:49].[C:62]([Cl:63])([Cl:64])([Cl:65])[Cl:66].[CH3:1][c:2]1[c:3]([C:38](=[O:39])[O:40][CH3:41])[cH:4][cH:5][c:6]2[cH:7][c:8]([C:12](=[O:13])[c:14]3[n:15][cH:16][n:17]([C:19]([c:20]4[cH:21][cH:22][cH:23][cH:24][cH:25]4)([c:26]4[cH:27][cH:28][cH:29][cH:30][cH:31]4)[c:32]4[cH:33][cH:34][cH:35][cH:36][cH:37]4)[cH:18]3)[cH:9][cH:10][c:11]12.[N:50]([C:51]([CH3:52])([CH3:53])[C:54]#[N:55])=[N:56][C:57]([CH3:58])([CH3:59])[C:60]#[N:61]>>[CH2:1]([c:2]1[c:3]([C:38](=[O:39])[O:40][CH3:41])[cH:4][cH:5][c:6]2[cH:7][c:8]([C:12](=[O:13])[c:14]3[n:15][cH:16][n:17]([C:19]([c:20]4[cH:21][cH:22][cH:23][cH:24][cH:25]4)([c:26]4[cH:27][cH:28][cH:29][cH:30][cH:31]4)[c:32]4[cH:33][cH:34][cH:35][cH:36][cH:37]4)[cH:18]3)[cH:9][cH:10][c:11]12)[Br:42]. Starting materials: ClCCl, CSCl, [Na], Cc1cc(O)cc(=O)o1. Product: CSc1c(O)cc(C)oc1=O. As a reaction SMILES: [CH2:14]([Cl:15])[Cl:16].[CH3:1][S:2][Cl:3].[Na:4].[OH:5][c:6]1[cH:7][c:8](=[O:13])[o:9][c:10]([CH3:12])[cH:11]1>>[CH3:1][S:2][c:7]1[c:6]([OH:5])[cH:11][c:10]([CH3:12])[o:9][c:8]1=[O:13]. Starting materials: CN1CCN(CC1)C1=C(C=CC=C1)C=1NC(C(C(=O)O)=CC1)=O (6-[o-(4-methyl-1-piperazinyl)phenyl]-1,2-dihydro-2-oxonicotinic acid), [Cl-] (chloride). Solvent: ClCCl (dichloromethane). Yields the product Cl.CN1CCN(CC1)C1=C(C=CC=C1)C=1NC(C(CCl)=CC1)=O (6-[o-(4-Methyl-1-piperazinyl)phenyl]-1,2-dihydro-2-oxonicotinyl Chloride Hydrochloride). As a reaction SMILES: [CH3:1][N:2]1[CH2:7][CH2:6][N:5]([C:8]2[CH:13]=[CH:12][CH:11]=[CH:10][C:9]=2[C:14]2[NH:15][C:16](=[O:23])[C:17](=[CH:21][CH:22]=2)[C:18](O)=O)[CH2:4][CH2:3]1.[Cl-:24]>ClCCl>[ClH:24].[CH3:1][N:2]1[CH2:7][CH2:6][N:5]([C:8]2[CH:13]=[CH:12][CH:11]=[CH:10][C:9]=2[C:14]2[NH:15][C:16](=[O:23])[C:17](=[CH:21][CH:22]=2)[CH2:18][Cl:24])[CH2:4][CH2:3]1 |f:3.4|. Reported procedure: A mixture of 3.44 g. of finely divided 6-[o-(4-methyl-1-piperazinyl)phenyl]-1,2-dihydro-2-oxonicotinic acid and 35 ml. of thionly chloride is stirred at room temperature for 16 hours, then diluted with 150 ml. of dichloromethane. The resulting solution is evaporated at reduced pressure and the resulting precipitate of 6-[o-(4-methyl-1-piperazinyl)phenyl]-1,2-dihydro-2-oxonicotinyl chloride hydrochloride is collected by filtration, washed with dichloromethane and dried. Reactants: Brc1ccc(Br)nc1, [Cu]I, CCCC[Sn](CCCC)(CCCC)c1ccncc1F, CN(C)C=O, Cl[Pd]Cl, c1ccc(P(c2ccccc2)c2ccccc2)cc1, c1ccc(P(c2ccccc2)c2ccccc2)cc1. The product is Fc1cnccc1-c1ccc(Br)cn1. As a reaction SMILES: [Br:1][c:2]1[n:3][cH:4][c:5]([Br:8])[cH:6][cH:7]1.[Cu:75][I:76].[F:9][c:10]1[cH:11][n:12][cH:13][cH:14][c:15]1[Sn:16]([CH2:17][CH2:18][CH2:19][CH3:20])([CH2:21][CH2:22][CH2:23][CH3:24])[CH2:25][CH2:26][CH2:27][CH3:28].[O:29]=[CH:30][N:31]([CH3:32])[CH3:33].[Pd:34]([Cl:35])[Cl:36].[c:37]1([P:38]([c:39]2[cH:40][cH:41][cH:42][cH:43][cH:44]2)[c:45]2[cH:46][cH:47][cH:48][cH:49][cH:50]2)[cH:51][cH:52][cH:53][cH:54][cH:55]1.[c:56]1([P:57]([c:58]2[cH:59][cH:60][cH:61][cH:62][cH:63]2)[c:64]2[cH:65][cH:66][cH:67][cH:68][cH:69]2)[cH:70][cH:71][cH:72][cH:73][cH:74]1>>[c:2]1(-[c:15]2[c:10]([F:9])[cH:11][n:12][cH:13][cH:14]2)[n:3][cH:4][c:5]([Br:8])[cH:6][cH:7]1. The reactants are C[Si](C)(C)N=[N+]=[N-] (trimethylsilylazide), NC1=NC=NC2=C1C(N(CCO2)C2=CC=C(C=C2)[C@@H]2CC[C@H](CC2)CC#N)=O ({trans-4-[4-(4-amino-5-oxo-7,8-dihydropyrimido[5,4-f][1,4]oxazepin-6(5H)-yl)phenyl]cyclohexyl}acetonitrile), C[Al](C)C (trimethylaluminum). The solvent is C1(=CC=CC=C1)C (toluene). Reaction conditions: temperature 80 celsius. Yields the product NC1=NC=NC=2OCCN(C(C21)=O)C2=CC=C(C=C2)C2CCC(CC2)CC2=NN=NN2 (4-Amino-6-{4-[4-(1H-tetrazol-5-ylmethyl)-cyclohexyl]-phenyl}-7,8-dihydro-6H-9-oxa-1,3,6-triaza-benzocyclohepten-5-one). RXN SMILES: C[Al](C)C.C[Si]([N:9]=[N+:10]=[N-:11])(C)C.[NH2:12][C:13]1[C:18]2[C:19](=[O:39])[N:20]([C:24]3[CH:29]=[CH:28][C:27]([C@H:30]4[CH2:35][CH2:34][C@H:33]([CH2:36][C:37]#[N:38])[CH2:32][CH2:31]4)=[CH:26][CH:25]=3)[CH2:21][CH2:22][O:23][C:17]=2[N:16]=[CH:15][N:14]=1>C1(C)C=CC=CC=1>[NH2:12][C:13]1[C:18]2[C:19](=[O:39])[N:20]([C:24]3[CH:25]=[CH:26][C:27]([CH:30]4[CH2:31][CH2:32][CH:33]([CH2:36][C:37]5[NH:38][N:11]=[N:10][N:9]=5)[CH2:34][CH2:35]4)=[CH:28][CH:29]=3)[CH2:21][CH2:22][O:23][C:17]=2[N:16]=[CH:15][N:14]=1. Procedure: To a cooled 0° C., stirred solution of trimethylaluminum (2M in toluene, 0.33 mL) in toluene (0.66 mL) were added trimethylsilylazide (0.86 mL) and {trans-4-[4-(4-amino-5-oxo-7,8-dihydropyrimido[5,4-f][1,4]oxazepin-6(5H)-yl)phenyl]cyclohexyl}acetonitrile (25 mg). This mixture was heated at 80° C. for 40 hours, cooled, concentrated in vacuo and chromatographed (4 g silica gel column, 0-10% methanol:chloroform) to afford the title compound as a white solid, 2.8 mg. 1H NMR (400 MHz, DMSO-d6) δ ppm ...